Dataset: the Open Reaction Database (ORD), a public repository of structured organic reaction records. Task: describe an organic reaction: reactants, conditions, products, and yield Starting materials: FC1=CC(=C(C=C1)NC(CC=1C(OC2=CC3=C(C=C2C1C1=CC=CC=C1)CCC3O)=O)=O)C(F)(F)F (N-[4-fluoro-2-(trifluoromethyl)phenyl]-2-(8-hydroxy-2-oxo-4-phenyl-2,6,7,8-tetrahydrocyclopenta[g]chromen-3-yl)acetamide), p-TsOH monohydrate. Solvent: C1(=CC=CC=C1)C (toluene). Product: FC1=CC(=C(C=C1)NC(CC=1C(OC2=CC3=C(C=C2C1C1=CC=CC=C1)CC=C3)=O)=O)C(F)(F)F (N-[4-fluoro-2-(trifluoromethyl)phenyl]-2-(4-phenyl-2-oxo-2,6-dihydrocyclopenta[g]chromen-3-yl)acetamide). The yield is 83.0%. RXN SMILES: [F:1][C:2]1[CH:7]=[CH:6][C:5]([NH:8][C:9](=[O:32])[CH2:10][C:11]2[C:12](=[O:31])[O:13][C:14]3[C:19]([C:20]=2[C:21]2[CH:26]=[CH:25][CH:24]=[CH:23][CH:22]=2)=[CH:18][C:17]2[CH2:27][CH2:28][CH:29](O)[C:16]=2[CH:15]=3)=[C:4]([C:33]([F:36])([F:35])[F:34])[CH:3]=1>C1(C)C=CC=CC=1>[F:1][C:2]1[CH:7]=[CH:6][C:5]([NH:8][C:9](=[O:32])[CH2:10][C:11]2[C:12](=[O:31])[O:13][C:14]3[C:19]([C:20]=2[C:21]2[CH:26]=[CH:25][CH:24]=[CH:23][CH:22]=2)=[CH:18][C:17]2[CH2:27][CH:28]=[CH:29][C:16]=2[CH:15]=3)=[C:4]([C:33]([F:36])([F:34])[F:35])[CH:3]=1. Procedure details: A solution of N-[4-fluoro-2-(trifluoromethyl)phenyl]-2-(8-hydroxy-2-oxo-4-phenyl-2,6,7,8-tetrahydrocyclopenta[g]chromen-3-yl)acetamide (Example 214) (250 mg) in toluene (50 ml) was combined with p-TsOH monohydrate (300 mg), and heated under reflux for 30 minutes. After the reaction solution was concentrated, the resultant residue was purified by a silica gel column chromatography (eluent: hexane-ethyl acetate=3:1) to obtain the title compound as a colorless crystal (200 mg, yield: 74%). An aliqu... Starting materials: COC(=O)c1ccc2c(c1Cl)OCO2, Cl, [Li+], [OH-], O, O. The product is O=C(O)c1ccc2c(c1Cl)OCO2. Reaction SMILES: [Cl:1][c:2]1[c:3]([C:11](=[O:12])[O:13][CH3:14])[cH:4][cH:5][c:6]2[c:10]1[O:9][CH2:8][O:7]2.[ClH:18].[Li+:16].[OH-:15].[OH2:17].[OH2:19]>>[Cl:1][c:2]1[c:3]([C:11](=[O:12])[OH:13])[cH:4][cH:5][c:6]2[c:10]1[O:9][CH2:8][O:7]2. Reactants: O=C([O-])CN(C(=O)CSC(=O)c1ccccc1)N1C(=O)CCC1=O, CCOCC, CCO, CC(N)C(=O)NCC(=O)NCC(=O)O, O. Product: CC(NC(=O)CSC(=O)c1ccccc1)C(=O)NCC(=O)NCC(=O)O. RXN SMILES: [C:1]1(=[O:2])[N:3]([N:4]([CH2:5][C:6]([O-:7])=[O:8])[C:11]([CH2:12][S:13][C:14]([c:15]2[cH:16][cH:17][cH:18][cH:19][cH:20]2)=[O:21])=[O:22])[C:9](=[O:10])[CH2:23][CH2:24]1.[CH2:39]([O:40][CH2:41][CH3:42])[CH3:43].[CH3:44][CH2:45][OH:46].[NH2:25][CH:26]([CH3:27])[C:28](=[O:29])[NH:30][CH2:31][C:32](=[O:33])[NH:34][CH2:35][C:36](=[O:37])[OH:38].[OH2:47]>>[C:11]([CH2:12][S:13][C:14]([c:15]1[cH:16][cH:17][cH:18][cH:19][cH:20]1)=[O:21])(=[O:22])[NH:25][CH:26]([CH3:27])[C:28](=[O:29])[NH:30][CH2:31][C:32](=[O:33])[NH:34][CH2:35][C:36](=[O:37])[OH:38]. Reactants: CC(C)(C)Nc1c([N+](=O)[O-])c2nnnn2c2ccccc12, CCO. Yields the product CC(C)(C)Nc1c(N)c2nnnn2c2ccccc12. As a reaction SMILES: [CH3:1][C:2]([CH3:3])([CH3:4])[NH:5][c:6]1[c:7]([N+:19]([O-:20])=[O:21])[c:8]2[n:9]([c:10]3[cH:11][cH:12][cH:13][cH:14][c:15]13)[n:16][n:17][n:18]2.[CH3:22][CH2:23][OH:24]>>[CH3:1][C:2]([CH3:3])([CH3:4])[NH:5][c:6]1[c:7]([NH2:19])[c:8]2[n:9]([c:10]3[cH:11][cH:12][cH:13][cH:14][c:15]13)[n:16][n:17][n:18]2. Reactants: [OH-].[Na+] (NaOH), C(=O)(O)[O-].[Na+] (NaHCO3), acid chloride, NC1=CC=C(C=CC(=O)OCC)C=C1 (ethyl 4-aminocinnamate), N1=CC=CC=C1 (Pyridine), C(Cl)Cl (DCM). Conditions: time 3.5 hour. Yields the product C(C)OC(\C=C\C1=CC=C(C=C1)NC(C(C)(C)N)=O)=O ((E)-3-[4-(2-Amino-2-methyl-propanoylamino)-phenyl]-acrylic acid ethyl ester). Isolated yield 101.0%. Reaction SMILES: [NH2:1][C:2]1[CH:14]=[CH:13][C:5]([CH:6]=[CH:7][C:8]([O:10][CH2:11][CH3:12])=[O:9])=[CH:4][CH:3]=1.[N:15]1[CH:20]=[CH:19]C=CC=1.[OH-].[Na+].[C:23]([O-:26])(O)=O.[Na+].[CH2:28](Cl)Cl>>[CH2:11]([O:10][C:8](=[O:9])/[CH:7]=[CH:6]/[C:5]1[CH:4]=[CH:3][C:2]([NH:1][C:23](=[O:26])[C:20]([NH2:15])([CH3:19])[CH3:28])=[CH:14][CH:13]=1)[CH3:12] |f:2.3,4.5|. Reported procedure: The acid chloride (12.778 g, 80 mmol, 1.4 equivalent) was suspended in DCM (200 mL) and ethyl 4-aminocinnamate (11.045 g, 57.7 mmol, 1 equivalent) was added. Pyridine (7.01 mL, 86.6 mmol, 1.5 equivalent) was added drop wise and the mixture was stirred for 3.5 h at room temperature. The reaction was then poured into a mixture of 1N NaOH (25 mL) and saturated aqueous NaHCO3 (100 mL) and extracted with EtOAc. The organic phase was washed with aqueous NaHCO3, water and brine, and dried over MgSO4. R... Reactants: O1C(CCC1)COC(=O)C=1C(C(=C(NC1C)C)C(=O)OC)C1=CC(=CC=C1)O (2,6-Dimethyl-4-(3-hydroxyphenyl) 1,4-dihydropyridine-3,5-dicarboxylic acid 3-methyl ester 5-(tetrahydrofuran-2-ylmethyl) ester). The reagents and catalysts are O=[Mn]=O (MnO2). The solvent is CC(=O)CC(C)C (methylisobutylketone). Reaction conditions: time 14 hour. Yields the product O1C(CCC1)COC(=O)C=1C(=C(C(=NC1C)C)C(=O)OC)C1=CC(=CC=C1)O (2,6-Dimethyl-4-(3-hydroxyphenyl) pyridine-3,5-dicarboxylic acid 3-methyl ester 5-(tetrahydrofuran-2-ylmethyl) ester). Isolated yield 64.0%. RXN SMILES: [O:1]1[CH2:5][CH2:4][CH2:3][CH:2]1[CH2:6][O:7][C:8]([C:10]1[CH:11]([C:22]2[CH:27]=[CH:26][CH:25]=[C:24]([OH:28])[CH:23]=2)[C:12]([C:18]([O:20][CH3:21])=[O:19])=[C:13]([CH3:17])[NH:14][C:15]=1[CH3:16])=[O:9]>CC(CC(C)C)=O.O=[Mn]=O>[O:1]1[CH2:5][CH2:4][CH2:3][CH:2]1[CH2:6][O:7][C:8]([C:10]1[C:11]([C:22]2[CH:27]=[CH:26][CH:25]=[C:24]([OH:28])[CH:23]=2)=[C:12]([C:18]([O:20][CH3:21])=[O:19])[C:13]([CH3:17])=[N:14][C:15]=1[CH3:16])=[O:9]. Procedure: A mixture of 10 g (0.026 mol) of 2,6-Dimethyl-4-(3-hydroxyphenyl) 1,4-dihydropyridine-3,5-dicarboxylic acid 3-methyl ester 5-(tetrahydrofuran-2-ylmethyl) ester, obtained as indicated in A), and 2.6 g (0.030 mol) of MnO2 in 50 ml of methylisobutylketone, was refluxed with stirring for 14 hours. The remaining solid was eliminated by filtration, and the liquid was concentrated to dryness under reduced pressure. The residue obtained was dissolved in 15 ml of 15% aq. HC1, then, the solution was washe...